describe an organic reaction: reactants, conditions, products, and yield From a dataset of the Open Reaction Database (ORD), a public repository of structured organic reaction records. Reactants: C(#N)CC(=O)N1CCC(CC1)NC=1C2=C(N=C(N1)NC1=CC=C(C(=O)N)C=C1)N(C=C2)S(=O)(=O)C2=CC=C(C)C=C2 (4-(4-(1-(2-cyanoacetyl)piperidin-4-ylamino)-7-tosyl-7H-pyrrolo[2,3-d]pyrimidin-2-ylamino)benzamide), [OH-].[K+] (KOH). The solvent is O1CCOCC1 (dioxane), CO (MeOH). Reaction conditions: temperature 70 celsius, time 4 hour. Yields the product N1CCC(CC1)NC=1C2=C(N=C(N1)NC1=CC=C(C(=O)N)C=C1)NC=C2 (4-(4-(piperidin-4-ylamino)-7H-pyrrolo[2,3-d]pyrimidin-2-ylamino)benzamide). The yield is 73.0%. As a reaction SMILES: C(CC([N:6]1[CH2:11][CH2:10][CH:9]([NH:12][C:13]2[C:14]3[CH:31]=[CH:30][N:29](S(C4C=CC(C)=CC=4)(=O)=O)[C:15]=3[N:16]=[C:17]([NH:19][C:20]3[CH:28]=[CH:27][C:23]([C:24]([NH2:26])=[O:25])=[CH:22][CH:21]=3)[N:18]=2)[CH2:8][CH2:7]1)=O)#N.[OH-].[K+]>O1CCOCC1.CO>[NH:6]1[CH2:7][CH2:8][CH:9]([NH:12][C:13]2[C:14]3[CH:31]=[CH:30][NH:29][C:15]=3[N:16]=[C:17]([NH:19][C:20]3[CH:28]=[CH:27][C:23]([C:24]([NH2:26])=[O:25])=[CH:22][CH:21]=3)[N:18]=2)[CH2:10][CH2:11]1 |f:1.2|. Reported procedure: To a solution of 4-(4-(1-(2-cyanoacetyl)piperidin-4-ylamino)-7-tosyl-7H-pyrrolo[2,3-d]pyrimidin-2-ylamino)benzamide (45 mg, 0.078 mmol) in dioxane (2 mL) and MeOH (1 mL), aq. 1N KOH (1.0 mL, 1.0 mmol) was added. The mixture was stirred at 70° C. for 4 h. It was concentrated in vacuo. The residue was acidified with HOAc (1 mL) before being purified by HPLC to give 4-(4-(piperidin-4-ylamino)-7H-pyrrolo[2,3-d]pyrimidin-2-ylamino)benzamide (20 mg). Starting materials: O1C(CCCC1)O[C@H]([C@H]1[C@@H](CC([C@@H]1C\C=C/CCCC(=O)O)O)C)\C=C\C(CCCC)(C)C ((5Z,11alpha,13S,14E)-13-(2-tetrahydropyranyloxy)-11,16,16-trimethyl-9-hydroxyprosta-5,14-dien-1-oic acid), C([O-])(O)=O.[Na+] (sodium bicarbonate), CI (methyl iodide), O (water). The solvent is CC(=O)N(C)C (dimethylacetamide). Reaction conditions: time 25 hour. Product: COC(CCC\C=C/C[C@H]1C(C[C@H]([C@@H]1[C@H](\C=C\C(CCCC)(C)C)OC1OCCCC1)C)O)=O ((5Z,11alpha,13S,14E)-13-(2-tetrahydropyranyloxy)-11,16,16-Trimethyl-9-hydroxyprosta-5,14-dien-1-oic acid methyl ester). Reaction SMILES: [O:1]1[CH2:6][CH2:5][CH2:4][CH2:3][CH:2]1[O:7][C@@H:8](/[CH:25]=[CH:26]/[C:27]([CH3:33])([CH3:32])[CH2:28][CH2:29][CH2:30][CH3:31])[C@@H:9]1[C@@H:13]([CH2:14]/[CH:15]=[CH:16]\[CH2:17][CH2:18][CH2:19][C:20]([OH:22])=[O:21])[CH:12]([OH:23])[CH2:11][C@H:10]1[CH3:24].[C:34](=O)(O)[O-].[Na+].CI.O>CC(N(C)C)=O>[CH3:34][O:21][C:20](=[O:22])[CH2:19][CH2:18][CH2:17]/[CH:16]=[CH:15]\[CH2:14][C@@H:13]1[C@@H:9]([C@@H:8]([O:7][CH:2]2[CH2:3][CH2:4][CH2:5][CH2:6][O:1]2)/[CH:25]=[CH:26]/[C:27]([CH3:32])([CH3:33])[CH2:28][CH2:29][CH2:30][CH3:31])[C@H:10]([CH3:24])[CH2:11][CH:12]1[OH:23] |f:1.2|. Procedure: The crude optically active (5Z,11alpha,13S,14E)-13-(2-tetrahydropyranyloxy)-11,16,16-trimethyl-9-hydroxyprosta-5,14-dien-1-oic acid (11.7 g) in dimethylacetamide (60 mL) solution was treated with sodium bicarbonate (14.0 g) and methyl iodide (13.0 mL). The mixture was stirred under argon at room temperature while protected from direct light for 25 hours. The mixture was then poured into water (200 mL) and the product was extracted three times using 100 mL hexane each time. The combined extracts ...